Dataset: the Open Reaction Database (ORD), a public repository of structured organic reaction records. Task: describe an organic reaction: reactants, conditions, products, and yield The reactants are BrCC(=O)C1=CC=2C(CCC(C2C=C1)(C)C)(C)C (2-bromo-1-(5,5,8,8-tetramethyl-5,6,7,8-tetrahydronaphthalen-2-yl)ethanone), OC1CCN(CC1)C(N)=S (4-hydroxypiperidine-1-carbothioic acid amide). The product is CC1(C=2C=CC(=CC2C(CC1)(C)C)C=1N=C(SC1)N1CCC(CC1)O)C (1-[4-(5,5,8,8-tetramethyl-5,6,7,8-tetrahydronaphthalen-2-yl)thiazol-2-yl]piperidin-4-ol). Reaction SMILES: Br[CH2:2][C:3]([C:5]1[CH:14]=[CH:13][C:12]2[C:11]([CH3:16])([CH3:15])[CH2:10][CH2:9][C:8]([CH3:18])([CH3:17])[C:7]=2[CH:6]=1)=O.[OH:19][CH:20]1[CH2:25][CH2:24][N:23]([C:26](=[S:28])[NH2:27])[CH2:22][CH2:21]1>>[CH3:15][C:11]1([CH3:16])[CH2:10][CH2:9][C:8]([CH3:17])([CH3:18])[C:7]2[CH:6]=[C:5]([C:3]3[N:27]=[C:26]([N:23]4[CH2:24][CH2:25][CH:20]([OH:19])[CH2:21][CH2:22]4)[S:28][CH:2]=3)[CH:14]=[CH:13][C:12]1=2. Reported procedure: The preparation was carried out as already described starting from 397 mg (0.94 mmol) of 2-bromo-1-(5,5,8,8-tetramethyl-5,6,7,8-tetrahydronaphthalen-2-yl)ethanone and 100 mg (0.62 mmol) of 4-hydroxypiperidine-1-carbothioic acid amide from step a. The product was purified by means of preparative HPLC and is in the form of the hydrochloride. Reactants: IC1=CC=C(C=C1)C(=O)N1CCN(CC1)C1=NC(=C(C=C1C)C)C ((4-iodophenyl)[4-(3,5,6-trimethylpyridin-2-yl)piperazin-1-yl]methanone), C(C)(=O)N1C(NCC1)=O (1-acetylimidazolidin-2-one). The product is C(C)(=O)N1C(N(CC1)C1=CC=C(C=C1)C(=O)N1CCN(CC1)C1=NC(=C(C=C1C)C)C)=O (1-acetyl-3-{4-[4-(3,5,6-trimethylpyridin-2-yl)piperazine-1-carbonyl]phenyl}imidazolidin-2-one). The yield is 87.0%. As a reaction SMILES: I[C:2]1[CH:7]=[CH:6][C:5]([C:8]([N:10]2[CH2:15][CH2:14][N:13]([C:16]3[C:21]([CH3:22])=[CH:20][C:19]([CH3:23])=[C:18]([CH3:24])[N:17]=3)[CH2:12][CH2:11]2)=[O:9])=[CH:4][CH:3]=1.[C:25]([N:28]1[CH2:32][CH2:31][NH:30][C:29]1=[O:33])(=[O:27])[CH3:26]>>[C:25]([N:28]1[CH2:32][CH2:31][N:30]([C:2]2[CH:7]=[CH:6][C:5]([C:8]([N:10]3[CH2:15][CH2:14][N:13]([C:16]4[C:21]([CH3:22])=[CH:20][C:19]([CH3:23])=[C:18]([CH3:24])[N:17]=4)[CH2:12][CH2:11]3)=[O:9])=[CH:4][CH:3]=2)[C:29]1=[O:33])(=[O:27])[CH3:26]. Reported procedure: Using (4-iodophenyl)[4-(3,5,6-trimethylpyridin-2-yl)piperazin-1-yl]methanone (1.31 g) described in Preparation Example 120 and 1-acetylimidazolidin-2-one (461 mg) and by the reaction and treatment in the same manner as in Example 1, the title compound (1.14 g) was obtained. Starting materials: ClC=1C=CC2=C(C(C(=CO2)NC(C(=O)OCC)=O)=O)C1 (Ethyl (6-chloro-4-oxo-4H-1-benzopyran-3-yl)aminooxoacetate), [OH-].[Na+] (sodium hydroxide), [OH-].[Na+] (sodium hydroxide). Run in C(C)O (ethanol), O (water). Yields the product ClC=1C=CC2=C(C(C(=CO2)NC(C(=O)O)=O)=O)C1 ((6-Chloro-4-oxo-4H-1-benzopyran-3-yl)aminooxoacetic acid). RXN SMILES: [Cl:1][C:2]1[CH:3]=[CH:4][C:5]2[O:10][CH:9]=[C:8]([NH:11][C:12](=[O:18])[C:13]([O:15]CC)=[O:14])[C:7](=[O:19])[C:6]=2[CH:20]=1.[OH-].[Na+]>C(O)C.O>[Cl:1][C:2]1[CH:3]=[CH:4][C:5]2[O:10][CH:9]=[C:8]([NH:11][C:12](=[O:18])[C:13]([OH:15])=[O:14])[C:7](=[O:19])[C:6]=2[CH:20]=1 |f:1.2|. Procedure: Ethyl (6-chloro-4-oxo-4H-1-benzopyran-3-yl)aminooxoacetate (2.7g, 0.92 mole) was suspended in ethanol (100 ml) and water (100 ml). 0.1N sodium hydroxide solution was added dropwise, with occasional warming on a steam bath, until the reaction mixture remained slightly basic. The color of the mixture changed to orange on addition of the base and then back to white. The sodium hydroxide solution was added until a faint orange color persisted. The product was filtered off, triturated with 1N hydroch... Reactants: NC1=C2N=CN(C2=NC(=N1)Cl)CC1=CC=CC=C1 (6-Amino-9-benzyl-2-chloropurine), C(C)(CC)N (sec-butylamine), [OH-].[Na+] (sodium hydroxide). Solvent: C(CCC)O (1-butanol). Reaction conditions: temperature 100 celsius. Yields the product NC1=C2N=CN(C2=NC(=N1)NC(C)CC)CC1=CC=CC=C1 (6-Amino-9-benzyl-2-(sec-butylamino)purine). Isolated yield 62.2%. Reaction SMILES: [NH2:1][C:2]1[N:10]=[C:9](Cl)[N:8]=[C:7]2[C:3]=1[N:4]=[CH:5][N:6]2[CH2:12][C:13]1[CH:18]=[CH:17][CH:16]=[CH:15][CH:14]=1.[CH:19]([NH2:23])([CH2:21][CH3:22])[CH3:20].[OH-].[Na+]>C(O)CCC>[NH2:1][C:2]1[N:10]=[C:9]([NH:23][CH:19]([CH2:21][CH3:22])[CH3:20])[N:8]=[C:7]2[C:3]=1[N:4]=[CH:5][N:6]2[CH2:12][C:13]1[CH:18]=[CH:17][CH:16]=[CH:15][CH:14]=1 |f:2.3|. Procedure details: 6-Amino-9-benzyl-2-chloropurine (100 mg, 0.385 mmol) and sec-butylamine (282 mg, 3.85 mmol) suspended in 1-butanol (10 ml) were heated at 100° C. for 10 hours in autoclave. The reaction mixture was condensed in vacuo. To the residue was added 1N aqueous sodium hydroxide and the mixture was extracted with chloroform. The organic layer was dried on sodium sulfate, filtered and the solvent in the filtrate was evaporated in vacuo. The residue was purified with silica gel chromatography (2% methanol/...